From a dataset of the Open Reaction Database (ORD), a public repository of structured organic reaction records. describe an organic reaction: reactants, conditions, products, and yield Reactants: CCOC(=O)NC(=O)CC(C)=O, ClCCl, O=S(=O)(Cl)Cl. The product is CCOC(=O)NC(=O)C(Cl)C(C)=O. RXN SMILES: [C:1](=[O:2])([O:3][CH2:4][CH3:5])[NH:6][C:7]([CH2:8][C:9](=[O:10])[CH3:11])=[O:12].[CH2:18]([Cl:19])[Cl:20].[S:13]([Cl:14])(=[O:15])([Cl:16])=[O:17]>>[C:1](=[O:2])([O:3][CH2:4][CH3:5])[NH:6][C:7]([CH:8]([C:9](=[O:10])[CH3:11])[Cl:16])=[O:12]. Reactants: CC(C)(C)N(CCCCc1nc2c(N)nc3cc(OCc4ccccc4)ccc3c2n1CCOc1ccccc1)C(=O)[O-], CCO, Cl. The product is NCCCCc1nc2c(N)nc3cc(OCc4ccccc4)ccc3c2n1CCOc1ccccc1. Reaction SMILES: [C:2]([N:6]([C:3](=[O:4])[O-:5])[CH2:10][CH2:11][CH2:12][CH2:13][c:14]1[n:15]([CH2:36][CH2:37][O:38][c:39]2[cH:40][cH:41][cH:42][cH:43][cH:44]2)[c:16]2[c:17]([c:18]([NH2:34])[n:19][c:20]3[cH:21][c:22]([O:26][CH2:27][c:28]4[cH:29][cH:30][cH:31][cH:32][cH:33]4)[cH:23][cH:24][c:25]23)[n:35]1)([CH3:7])([CH3:8])[CH3:9].[CH3:45][CH2:46][OH:47].[ClH:1]>>[NH2:6][CH2:10][CH2:11][CH2:12][CH2:13][c:14]1[n:15]([CH2:36][CH2:37][O:38][c:39]2[cH:40][cH:41][cH:42][cH:43][cH:44]2)[c:16]2[c:17]([c:18]([NH2:34])[n:19][c:20]3[cH:21][c:22]([O:26][CH2:27][c:28]4[cH:29][cH:30][cH:31][cH:32][cH:33]4)[cH:23][cH:24][c:25]23)[n:35]1. The reactants are C[O-].[Na+].CO (NaOMe MeOH), C(C1=CC=CC=C1)(=O)O[C@H]1[C@@H](O[C@@H]([C@H]1OC(C1=CC=CC=C1)=O)COC(C1=CC=CC=C1)=O)N1C=NC(C=C1)=O (1-(2,3,5-Tri-O-benzoyl-β-D-ribofuranosyl)-1,4-dihydropyrimidine-4-one). Solvent: N1=CC=CC=C1 (pyridine). Yields the product [C@@H]1([C@H](O)[C@H](O)[C@H](O1)CO)N1C=NC(C=C1)=O (1-(β-D-Ribofuranosyl)-1,4-dihydropyrimidine-4-one), 1-[5-O-Dimethoxytrityl-2-O-tert-butyidimethylsilyl-3-O-2cyanoethyl-N,N-diisopropylaminophosphoramidite-β-D-Ribofuranosyl]-1,4-dihydro-pyrimidine-4-one. RXN SMILES: C([O:9][C@@H:10]1[C@H:14]([O:15]C(=O)C2C=CC=CC=2)[C@@H:13]([CH2:24][O:25]C(=O)C2C=CC=CC=2)[O:12][C@H:11]1[N:34]1[CH:39]=[CH:38][C:37](=[O:40])[N:36]=[CH:35]1)(=O)C1C=CC=CC=1.C[O-].[Na+].CO>N1C=CC=CC=1>[C@@H:11]1([N:34]2[CH:39]=[CH:38][C:37](=[O:40])[N:36]=[CH:35]2)[O:12][C@H:13]([CH2:24][OH:25])[C@@H:14]([OH:15])[C@H:10]1[OH:9] |f:1.2.3|. Reported procedure: Referring to FIG. 9, 1-(2,3,5-Tri-O-benzoyl-β-D-ribofuranosyl)-1,4-dihydropyrimidine-4-one (3) was synthesized in accordance with Niedballa et al., J. Org. Chem 1974, 39, 3668-3671. 1-(β-D-Ribofuranosyl)-1,4-dihydropyrimidine-4-one (5) was prepared by standard NaOMe/MeOH deprotection of derivative 3 with nearly quantitative yield. 1-(5-O-Dimethoxytrityl-β-D-Ribofuranosyl)-1,4-dihydropyrimidine-4-one (6) was prepared by standard dimethoxytritylation of 5 in pyridine (rt., overnight) resulting in ... Starting materials: COC(=O)c1ccc(N)c(F)c1, CN(C)c1ccncc1, O=C(Oc1c(F)c(F)c(F)c(F)c1F)C(c1c2c(nn1-c1ccc(Cl)cc1)CCC2)C1CCCCC1, CN(C)C=O. The product is COC(=O)c1ccc(NC(=O)C(c2c3c(nn2-c2ccc(Cl)cc2)CCC3)C2CCCCC2)c(F)c1. As a reaction SMILES: [CH3:37][O:38][C:39]([c:40]1[cH:41][c:42]([F:47])[c:43]([NH2:46])[cH:44][cH:45]1)=[O:48].[CH3:49][N:50]([c:51]1[cH:52][cH:53][n:54][cH:55][cH:56]1)[CH3:57].[F:1][c:2]1[c:3]([O:8][C:9](=[O:4])[CH:10]([CH:11]2[CH2:12][CH2:13][CH2:14][CH2:15][CH2:16]2)[c:17]2[n:18](-[c:25]3[cH:26][cH:27][c:28]([Cl:31])[cH:29][cH:30]3)[n:19][c:20]3[c:21]2[CH2:22][CH2:23][CH2:24]3)[c:5]([F:6])[c:7]([F:32])[c:33]([F:34])[c:35]1[F:36].[O:58]=[CH:59][N:60]([CH3:61])[CH3:62]>>[O:8]=[C:9]([CH:10]([CH:11]1[CH2:12][CH2:13][CH2:14][CH2:15][CH2:16]1)[c:17]1[n:18](-[c:25]2[cH:26][cH:27][c:28]([Cl:31])[cH:29][cH:30]2)[n:19][c:20]2[c:21]1[CH2:22][CH2:23][CH2:24]2)[NH:46][c:43]1[c:42]([F:47])[cH:41][c:40]([C:39]([O:38][CH3:37])=[O:48])[cH:45][cH:44]1. Reactants: ClC=1C=NC=2N(C1)N=C(C2)C(=O)O (6-chloro-pyrazolo[1,5-a]pyrimidine-2-carboxylic acid), COC=1C=C2CC(NCC2=CC1OC)(C)C (6,7-dimethoxy-3,3-dimethyl-1,2,3,4-tetrahydro-isoquinoline). Product: ClC=1C=NC=2N(C1)N=C(C2)C(=O)N2CC1=CC(=C(C=C1CC2(C)C)OC)OC ((6-Chloro-pyrazolo[1,5-a]pyrimidin-2-yl)-(6,7-dimethoxy-3,3-dimethyl-3,4-dihydro-1H-isoquinolin-2-yl)-methanone). RXN SMILES: [Cl:1][C:2]1[CH:3]=[N:4][C:5]2[N:6]([N:8]=[C:9]([C:11]([OH:13])=O)[CH:10]=2)[CH:7]=1.[CH3:14][O:15][C:16]1[CH:17]=[C:18]2[C:23](=[CH:24][C:25]=1[O:26][CH3:27])[CH2:22][NH:21][C:20]([CH3:29])([CH3:28])[CH2:19]2>>[Cl:1][C:2]1[CH:3]=[N:4][C:5]2[N:6]([N:8]=[C:9]([C:11]([N:21]3[C:20]([CH3:29])([CH3:28])[CH2:19][C:18]4[C:23](=[CH:24][C:25]([O:26][CH3:27])=[C:16]([O:15][CH3:14])[CH:17]=4)[CH2:22]3)=[O:13])[CH:10]=2)[CH:7]=1. Procedure details: In close analogy to the procedure described in Example 1, 6-chloro-pyrazolo[1,5-a]pyrimidine-2-carboxylic acid is reacted with 6,7-dimethoxy-3,3-dimethyl-1,2,3,4-tetrahydro-isoquinoline to provide the title compound as a solid. The reactants are OC=1C(=C(C(=O)OC)C(=CC1O)C1=NOC(=N1)C)[N+](=O)[O-] (methyl 3,4-dihydroxy-6-(5-methyl-[1,2,4]-oxadiazol-3-yl)-2-nitrobenzoate), OC=1C(=C(C(=O)OC)C(=CC1O)C1=NOC(=N1)C)[N+](=O)[O-] (methyl 3,4-dihydroxy-6-(5-methyl-[1,2,4]-oxadiazol-3-yl)-2-nitrobenzoate), C(OCC)(=O)Cl (ethyl chlorocarbonate), C([O-])([O-])=O.[K+].[K+] (potassium carbonate), CN(C=O)C (N,N-dimethylformamide). Run in C(C)(=O)OCC (ethyl acetate), O (water). Reaction conditions: temperature 50 celsius, time 3 hour. Product: C(C)OC(=O)OC1=C(C(=C(C(=O)OC)C(=C1)C1=NOC(=N1)C)[N+](=O)[O-])O (Methyl 4-ethoxycarbonyloxy-3-hydroxy-6-(5-methyl-[1,2,4]-oxadiazol-3-yl)-2-nitrobenzoate). RXN SMILES: [OH:1][C:2]1[C:3]([N+:19]([O-:21])=[O:20])=[C:4]([C:9]([C:13]2[N:17]=[C:16]([CH3:18])[O:15][N:14]=2)=[CH:10][C:11]=1[OH:12])[C:5]([O:7][CH3:8])=[O:6].[C:22](Cl)(=[O:26])[O:23][CH2:24][CH3:25].C(=O)([O-])[O-].[K+].[K+].CN(C)C=O>C(OCC)(=O)C.O>[CH2:24]([O:23][C:22]([O:12][C:11]1[CH:10]=[C:9]([C:13]2[N:17]=[C:16]([CH3:18])[O:15][N:14]=2)[C:4]([C:5]([O:7][CH3:8])=[O:6])=[C:3]([N+:19]([O-:21])=[O:20])[C:2]=1[OH:1])=[O:26])[CH3:25] |f:2.3.4|. Procedure: A mixture of methyl 3,4-dihydroxy-6-(5-methyl-[1,2,4]-oxadiazol-3-yl)-2-nitrobenzoate (compound 1-5) (50 mg), ethyl chlorocarbonate (0.02 mL), potassium carbonate (28 mg) and N,N-dimethylformamide (2 mL) was stirred at 50° C. for 3 hours. After cooling to room temperature, water and ethyl acetate were added to the mixture. The separated organic layer was washed with water and brine successively, dried over anhydrous magnesium sulfate, and concentrated under reduced pressure. The residue was puri... The reactants are C1CCOC1, CCOC(C)=O, Cn1cncc1C(O)(c1ccc(Cl)cc1)c1ccc2c(c1)C(c1cccc(Cl)c1)SCC(=O)N2, [H-], CI, [Na+]. Product: CN1C(=O)CSC(c2cccc(Cl)c2)c2cc(C(O)(c3ccc(Cl)cc3)c3cncn3C)ccc21. As a reaction SMILES: [CH2:45]1[O:46][CH2:47][CH2:48][CH2:49]1.[CH3:39][CH2:40][O:41][C:42]([CH3:43])=[O:44].[Cl:3][c:4]1[cH:5][c:6]([CH:10]2[S:11][CH2:12][C:13](=[O:36])[NH:14][c:15]3[c:16]2[cH:17][c:18]([C:21]([c:22]2[cH:23][n:24][cH:25][n:26]2[CH3:27])([OH:28])[c:29]2[cH:30][cH:31][c:32]([Cl:35])[cH:33][cH:34]2)[cH:19][cH:20]3)[cH:7][cH:8][cH:9]1.[H-:2].[I:37][CH3:38].[Na+:1]>>[Cl:3][c:4]1[cH:5][c:6]([CH:10]2[S:11][CH2:12][C:13](=[O:36])[N:14]([CH3:39])[c:15]3[c:16]2[cH:17][c:18]([C:21]([c:22]2[cH:23][n:24][cH:25][n:26]2[CH3:27])([OH:28])[c:29]2[cH:30][cH:31][c:32]([Cl:35])[cH:33][cH:34]2)[cH:19][cH:20]3)[cH:7][cH:8][cH:9]1. Reactants: [H-].[Al+3].[Li+].[H-].[H-].[H-] (Lithium aluminum hydride), COC(=O)C1=CC2=C(OC3=C(C(N2)=O)C=CC=C3)C=C1 (11-Oxo-10,11-dihydro-dibenzo[b,f][1,4]oxazepine-8-carboxylic acid methyl ester). Run in C1CCOC1 (THF). Conditions: time 45 minute. Yields the product OCC1=CC2=C(OC3=C(C=N2)C=CC=C3)C=C1 (8-(hydroxymethyl)dibenzo[b,f][1,4]oxazepin). Yield: 46.0%. As a reaction SMILES: [H-].[Al+3].[Li+].[H-].[H-].[H-].C[O:8][C:9]([C:11]1[CH:26]=[CH:25][C:14]2[O:15][C:16]3[CH:24]=[CH:23][CH:22]=[CH:21][C:17]=3[C:18](=O)[NH:19][C:13]=2[CH:12]=1)=O>C1COCC1>[OH:8][CH2:9][C:11]1[CH:26]=[CH:25][C:14]2[O:15][C:16]3[CH:24]=[CH:23][CH:22]=[CH:21][C:17]=3[CH:18]=[N:19][C:13]=2[CH:12]=1 |f:0.1.2.3.4.5|. Procedure details: Lithium aluminum hydride (11 mL, 11 mmole) was slowly added to the solution of 11-Oxo-10,11-dihydro-dibenzo[b,f][1,4]oxazepine-8-carboxylic acid methyl ester (1.346 g, 5 mmole) in THF under N2 at room temperature. The reaction mixture was stirred for 1 hour and 45 minutes then quenched with 2N of HCl until the pH value reaches 2–3. Removed all the THF by rotary evaporation, and extracted the reaction mixture with ethyl acetate for five times, dried the organic layer with sodium sulfate and filte...